From a dataset of the Open Reaction Database (ORD), a public repository of structured organic reaction records. describe an organic reaction: reactants, conditions, products, and yield Reactants: COc1ccc(C2(c3cccc(Br)c3)N=C(N)OC2C)cc1, COCCOC, [Na+], [Na+], O=C([O-])[O-], c1ccc(P(c2ccccc2)c2ccccc2)cc1, OB(O)c1cncnc1. The product is COc1ccc(C2(c3cccc(-c4cncnc4)c3)N=C(N)OC2C)cc1. Reaction SMILES: [Br:1][c:2]1[cH:3][c:4]([C:8]2([c:15]3[cH:16][cH:17][c:18]([O:21][CH3:22])[cH:19][cH:20]3)[N:9]=[C:10]([NH2:14])[O:11][CH:12]2[CH3:13])[cH:5][cH:6][cH:7]1.[CH3:57][O:58][CH2:59][CH2:60][O:61][CH3:62].[Na+:51].[Na+:52].[O-:53][C:54](=[O:55])[O-:56].[c:32]1([P:33]([c:34]2[cH:35][cH:36][cH:37][cH:38][cH:39]2)[c:40]2[cH:41][cH:42][cH:43][cH:44][cH:45]2)[cH:46][cH:47][cH:48][cH:49][cH:50]1.[n:23]1[cH:24][n:25][cH:26][c:27]([B:29]([OH:30])[OH:31])[cH:28]1>>[c:2]1(-[c:27]2[cH:26][n:25][cH:24][n:23][cH:28]2)[cH:3][c:4]([C:8]2([c:15]3[cH:16][cH:17][c:18]([O:21][CH3:22])[cH:19][cH:20]3)[N:9]=[C:10]([NH2:14])[O:11][CH:12]2[CH3:13])[cH:5][cH:6][cH:7]1. The reactants are CCCCCC (n-hexane), BrCC1=CC(=CC=C1)OC (1-(bromomethyl)-3-methoxybenzene), BrBr (bromine). Run in C(Cl)(Cl)Cl (chloroform), C(Cl)(Cl)Cl (chloroform). The product is BrC1=C(C=C(C=C1)OC)CBr (1-bromo-2-(bromomethyl)-4-methoxybenzene). The yield is 72.1%. Reaction SMILES: [Br:1][CH2:2][C:3]1[CH:8]=[CH:7][CH:6]=[C:5]([O:9][CH3:10])[CH:4]=1.[Br:11]Br.CCCCCC>C(Cl)(Cl)Cl>[Br:11][C:8]1[CH:7]=[CH:6][C:5]([O:9][CH3:10])=[CH:4][C:3]=1[CH2:2][Br:1]. Reported procedure: To a solution of above-described crude 1-(bromomethyl)-3-methoxybenzene (152.5 g) in 1 L of chloroform a solution of 134 g (0.841 mol) of bromine in 200 ml of chloroform was added dropwise by vigorous stirring at room temperature. The reaction mixture was stirred overnight at ambient temperature and then evaporated to dryness. The residue was triturated with 1000 ml of n-hexane, and the precipitate was filtered off, washed with 100 ml of n-hexane, and then dried in vacuum. An additional amount o... Reactants: CN1CCCC1=O, CCOC(C)=O, CCN(C(C)C)C(C)C, N#Cc1ccc(Cl)nc1, NC(=O)c1cnc2[nH]cnc2c1NC1CCNCC1, [Na+], O=C([O-])O. The product is N#Cc1ccc(N2CCC(Nc3c(C(N)=O)cnc4[nH]cnc34)CC2)nc1. RXN SMILES: [CH3:38][N:39]1[CH2:40][CH2:41][CH2:42][C:43]1=[O:44].[CH3:45][CH2:46][O:47][C:48]([CH3:49])=[O:50].[CH:29]([N:30]([CH2:31][CH3:32])[CH:33]([CH3:34])[CH3:35])([CH3:36])[CH3:37].[Cl:20][c:21]1[n:22][cH:23][c:24]([C:25]#[N:26])[cH:27][cH:28]1.[NH:1]1[CH2:2][CH2:3][CH:4]([NH:7][c:8]2[c:9]3[c:10]([n:11][cH:12][c:13]2[C:14](=[O:15])[NH2:16])[nH:17][cH:18][n:19]3)[CH2:5][CH2:6]1.[Na+:51].[OH:52][C:53](=[O:54])[O-:55]>>[N:1]1([c:21]2[n:22][cH:23][c:24]([C:25]#[N:26])[cH:27][cH:28]2)[CH2:2][CH2:3][CH:4]([NH:7][c:8]2[c:9]3[c:10]([n:11][cH:12][c:13]2[C:14](=[O:15])[NH2:16])[nH:17][cH:18][n:19]3)[CH2:5][CH2:6]1. Reactants: C(C1=CC=CC=C1)OC1=C(C(=NC(=C1C(=O)OCC1=CC=CC=C1)OCC1=CC=CC=C1)C1=CC=C2C3=C(NC2=C1)CN(CC3)C(=O)OC(C)(C)C)CC (tert-butyl 7-(4,6-bis(benzyloxy)-5-(benzyloxycarbonyl)-3-ethylpyridin-2-yl)-3,4-dihydro-1H-pyrido[3,4-b]indole-2(9H)-carboxylate), C(=O)(C(F)(F)F)O (TFA). Run in C(Cl)Cl (CH2Cl2), [SiH](C(C)C)(C(C)C)C(C)C (TIPSH). Reaction conditions: time 20 minute. The product is C(C1=CC=CC=C1)OC1=C(C(=O)OCC2=CC=CC=C2)C(=C(C(=N1)C1=CC=C2C3=C(NC2=C1)CNCC3)CC)OCC3=CC=CC=C3 (benzyl 2,4-bis(benzyloxy)-5-ethyl-6-(2,3,4,9-tetrahydro-1H-pyrido[3,4-b]indol-7-yl)nicotinate). The yield is 98.9%. RXN SMILES: [CH2:1]([O:8][C:9]1[C:14]([C:15]([O:17][CH2:18][C:19]2[CH:24]=[CH:23][CH:22]=[CH:21][CH:20]=2)=[O:16])=[C:13]([O:25][CH2:26][C:27]2[CH:32]=[CH:31][CH:30]=[CH:29][CH:28]=2)[N:12]=[C:11]([C:33]2[CH:41]=[C:40]3[C:36]([C:37]4[CH2:45][CH2:44][N:43](C(OC(C)(C)C)=O)[CH2:42][C:38]=4[NH:39]3)=[CH:35][CH:34]=2)[C:10]=1[CH2:53][CH3:54])[C:2]1[CH:7]=[CH:6][CH:5]=[CH:4][CH:3]=1.C(O)(C(F)(F)F)=O>C(Cl)Cl.[SiH](C(C)C)(C(C)C)C(C)C>[CH2:26]([O:25][C:13]1[N:12]=[C:11]([C:33]2[CH:41]=[C:40]3[C:36]([C:37]4[CH2:45][CH2:44][NH:43][CH2:42][C:38]=4[NH:39]3)=[CH:35][CH:34]=2)[C:10]([CH2:53][CH3:54])=[C:9]([O:8][CH2:1][C:2]2[CH:3]=[CH:4][CH:5]=[CH:6][CH:7]=2)[C:14]=1[C:15]([O:17][CH2:18][C:19]1[CH:20]=[CH:21][CH:22]=[CH:23][CH:24]=1)=[O:16])[C:27]1[CH:32]=[CH:31][CH:30]=[CH:29][CH:28]=1. Procedure: To a solution of tert-butyl 7-(4,6-bis(benzyloxy)-5-(benzyloxycarbonyl)-3-ethylpyridin-2-yl)-3,4-dihydro-1H-pyrido[3,4-b]indole-2(9H)-carboxylate (130 mg, 0.18 mmol) in CH2Cl2 (0.3 mL) and TIPSH (0.3 mL) was added TFA (0.3 mL). The mixture was stirred at room temperature for 20 min. The solvents were removed and the residue was treated with 2N NH3 in MeOH (0.5 mL). The mixture was concentrated and chromatographed (0-5% 2N NH3 in MeOH/CH2Cl2) to give the title compound (111 mg, 99%) as a white so... Reactants: NCCCCCC(=O)O (ε-aminocaproic acid), N(=[N+]=[N-])C1=CC=C(C=C1)S(=O)(=O)Cl (p-azidobenzenesulfonic acid chloride). Solvent: C(=O)(O)[O-].[Na+] (NaHCO3), O (water). Conditions: time 8 hour. The product is N(=[N+]=[N-])C1=CC=C(C=C1)S(=O)(=O)NCCCCCC(=O)O (ε-(p-azidobenzenesulfonylamino)caproic acid). Isolated yield 41.9%. Reaction SMILES: [NH2:1][CH2:2][CH2:3][CH2:4][CH2:5][CH2:6][C:7]([OH:9])=[O:8].[N:10]([C:13]1[CH:18]=[CH:17][C:16]([S:19](Cl)(=[O:21])=[O:20])=[CH:15][CH:14]=1)=[N+:11]=[N-:12]>C([O-])(O)=O.[Na+].O>[N:10]([C:13]1[CH:14]=[CH:15][C:16]([S:19]([NH:1][CH2:2][CH2:3][CH2:4][CH2:5][CH2:6][C:7]([OH:9])=[O:8])(=[O:21])=[O:20])=[CH:17][CH:18]=1)=[N+:11]=[N-:12] |f:2.3|. Procedure details: 4.57 g of ε-aminocaproic acid were dissolved in a solution of 8.8 g of NaHCO3 in 100 ml water. 7.6 g of p-azidobenzenesulfonic acid chloride were suspended therein and the mixture was stirred overnight. The product was precipitated from the resulting solution with HCl, filtered off and washed with water. 4.56 g of ε-(p-azidobenzenesulfonylamino)caproic acid were obtained after drying in a high vacuum at room temperature. The IR showed the expected bands at 2907 (azide), 1715 (acid carbonyl), 158... Reactants: C([O-])([O-])=O.[Li+].[Li+] (lithium carbonate), C1(CC1)[C@]1([C@@H](NCC1)C(C)C)O ((2S,3R)-3-cyclopropyl-2-isopropylpyrrolidin-3-ol), FC1=C(C#N)C=CC(=C1C)F (2,4-difluoro-3-methylbenzonitrile). The product is FC1=C(C#N)C=CC(=C1C)N1[C@H]([C@](CC1)(O)CC)CC (2-fluoro-4-[(2S,3S)-2,3-diethyl-3-hydroxypyrrolidin-1-yl]-3-methylbenzonitrile), oil. Yield: 52.0%. As a reaction SMILES: [CH:1]1([C@:4]2([OH:12])[CH2:8][CH2:7][NH:6][C@H:5]2[CH:9]([CH3:11])C)[CH2:3]C1.[F:13][C:14]1[C:21]([CH3:22])=[C:20](F)[CH:19]=[CH:18][C:15]=1[C:16]#[N:17].C(=O)([O-])[O-].[Li+].[Li+]>>[F:13][C:14]1[C:21]([CH3:22])=[C:20]([N:6]2[CH2:7][CH2:8][C@:4]([CH2:1][CH3:3])([OH:12])[C@@H:5]2[CH2:9][CH3:11])[CH:19]=[CH:18][C:15]=1[C:16]#[N:17] |f:2.3.4|. Procedure: By an operation in the same manner as in Example 1 and using (2S,3S)-2,3-diethylpyrrolidin-3-ol 0.5 oxalate (200 mg), 2,4-difluoro-3-methylbenzonitrile (279 mg) and lithium carbonate (220 mg), the title compound was obtained as pale-yellow oil (yield: 151 mg, yield: 52%). Reactants: crude material, C(C)(=O)NC1=CC=C(C(=N1)C(=O)N(C)OC)Br (6-acetamido-3-bromo-N-methoxy-N-methylpicolinamide), [H-].C(C(C)C)[Al+]CC(C)C (DIBAL-H). Solvent: O1CCCC1 (THF). Reaction conditions: time 1 hour. Product: BrC=1C=CC(=NC1C=O)NC(C)=O (N-(5-bromo-6-formylpyridin-2-yl)acetamide). As a reaction SMILES: [C:1]([NH:4][C:5]1[N:10]=[C:9]([C:11](N(OC)C)=[O:12])[C:8]([Br:17])=[CH:7][CH:6]=1)(=[O:3])[CH3:2].[H-].C([Al+]CC(C)C)C(C)C>O1CCCC1>[Br:17][C:8]1[CH:7]=[CH:6][C:5]([NH:4][C:1](=[O:3])[CH3:2])=[N:10][C:9]=1[CH:11]=[O:12] |f:1.2|. Procedure details: To the crude material from last step (1B, 2.6 g, 8.6 mmol) in THF (tetrahydrofuran)(30 mL) was added DIBAL-H (diisobutylaluminium hydride)(13 mmol, 1.5 equiv) dropwise at 70° C. The reaction was stirred for 1 h and was then quenched with NH4Cl solution. The reaction mixture was partitioned between EtOAc and saturated NH4Cl solution. The organic phase was washed with brine, dried over Na2SO4, filtered and concentrated in vacuo. The crude material was used in the next step without further purifica... Reactants: [OH-].[Na+] (NaOH), COC=1C=C2CC(C(C2=C(C1)OC)=O)=NO (5,7-Dimethoxy-indan-1,2-dione 2-oxime), C1(=CC=C(C=C1)S(=O)(=O)Cl)C (p-Toluenesulfonyl chloride). The solvent is O (H2O). Conditions: temperature 50 celsius. The product is C(#N)CC1=C(C(=O)O)C(=CC(=C1)OC)OC (2-Cyanomethyl-4,6-dimethoxy-benzoic acid). Isolated yield 70.0%. Reaction SMILES: [OH-].[Na+].[CH3:3][O:4][C:5]1[CH:6]=[C:7]2[C:11](=[C:12]([O:14][CH3:15])[CH:13]=1)[C:10](=[O:16])[C:9](=[N:17]O)[CH2:8]2.C1(C)C=CC(S(Cl)(=O)=[O:26])=CC=1>O>[C:9]([CH2:8][C:7]1[CH:6]=[C:5]([O:4][CH3:3])[CH:13]=[C:12]([O:14][CH3:15])[C:11]=1[C:10]([OH:16])=[O:26])#[N:17] |f:0.1|. Procedure: To a solution of NaOH (3.4 g, 85 mmol) in H2O (50 ml) was added of 5,7-Dimethoxy-indan-1,2-dione 2-oxime (5.0 g, 22.6 mmol). The mixture was heated to 50° C. Then p-Toluenesulfonyl chloride (5.7 g, 30 mmol) was added in portions to the mixture. The mixture was heated at 80° C. for 15 min. After cooling carefully to room temperature, the precipitate (a little) was removed from the mixture. Mother liquid was acidified by concentrated HCl to PH=3-4 and precipitate was formed. The precipitate was co... Reactants: Cc1nc2n(c(=O)c1CCBr)CCS2, Br, O=C([O-])O, CC(=O)CC(C)C, ON=C(c1ccc(F)cc1F)N1CCNCC1, [Na+]. Yields the product Cc1nc2n(c(=O)c1CCN1CCN(C(=NO)c3ccc(F)cc3F)CC1)CCS2. Reaction SMILES: [Br:2][CH2:3][CH2:4][c:5]1[c:6]([CH3:15])[n:7][c:8]2[n:9]([c:10]1=[O:11])[CH2:12][CH2:13][S:14]2.[BrH:1].[C:33](=[O:34])([O-:35])[OH:36].[CH3:38][CH:39]([CH3:40])[CH2:41][C:42](=[O:43])[CH3:44].[F:16][c:17]1[c:18]([C:24]([N:25]2[CH2:26][CH2:27][NH:28][CH2:29][CH2:30]2)=[N:31][OH:32])[cH:19][cH:20][c:21]([F:23])[cH:22]1.[Na+:37]>>[CH2:3]([CH2:4][c:5]1[c:6]([CH3:15])[n:7][c:8]2[n:9]([c:10]1=[O:11])[CH2:12][CH2:13][S:14]2)[N:28]1[CH2:27][CH2:26][N:25]([C:24]([c:18]2[c:17]([F:16])[cH:22][c:21]([F:23])[cH:20][cH:19]2)=[N:31][OH:32])[CH2:30][CH2:29]1. Starting materials: COC=1N=C2C(=CC=NC2=CC1)C=1C=CC(=NC1)CCNC(OC(C)(C)C)=O (1,1-dimethylethyl (2-(5-[6-(methyloxy)-1,5-naphthyridin-4-yl]-2-pyridinyl}ethyl)carbamate), Cl (HCl). Solvent: C1CCOC1 (THF), O1CCOCC1 (dioxane). Conditions: time 4 hour. Yields the product Cl.COC=1N=C2C(=CC=NC2=CC1)C=1C=CC(=NC1)CCN ((2-{5-[6-(methyloxy)-1,5-naphthyridin-4-yl]-2-pyridinyl}ethyl)amine hydrochloride salt). The yield is 100.0%. As a reaction SMILES: [CH3:1][O:2][C:3]1[N:4]=[C:5]2[C:10](=[CH:11][CH:12]=1)[N:9]=[CH:8][CH:7]=[C:6]2[C:13]1[CH:14]=[CH:15][C:16]([CH2:19][CH2:20][NH:21]C(=O)OC(C)(C)C)=[N:17][CH:18]=1.[ClH:29]>C1COCC1.O1CCOCC1>[ClH:29].[CH3:1][O:2][C:3]1[N:4]=[C:5]2[C:10](=[CH:11][CH:12]=1)[N:9]=[CH:8][CH:7]=[C:6]2[C:13]1[CH:14]=[CH:15][C:16]([CH2:19][CH2:20][NH2:21])=[N:17][CH:18]=1 |f:4.5|. Procedure: To a stirred solution of 1,1-dimethylethyl (2-(5-[6-(methyloxy)-1,5-naphthyridin-4-yl]-2-pyridinyl}ethyl)carbamate (4.0 mmole) in dry THF (20 mL) at RT was added 4 M HCl in dioxane (10 mL). After 4 h, the reaction suspension was concentrated in vacuo and dried under high vacuum to give the title compound (100%.) as an off-white solid: LC-MS (ES) m/e 281 (M+H)+.